Dataset: the Open Reaction Database (ORD), a public repository of structured organic reaction records. Task: describe an organic reaction: reactants, conditions, products, and yield Reactants: [OH-].[Na+] (NaOH), C1(=CC=CC=C1)C(C1=CC=CC=C1)OC(=O)C12C(=CC3C2(CC2C(CCC2C1(C3)C=O)C)COC31OC2C(O3)OC(C2OC(C)=O)C1O)C(C)C (8a-[[[6-(acetyloxy)tetrahydro-7-hydroxy-2,5-methanofuro[2,3-d]-1,3-dioxol-2-yl]oxy]methyl]-4-formyl-4,4a,5,6,7,7a,8,8a-octahydro-7-methyl-3-(1-methylethyl)-1,4-methano-s-indacene-3a(1H)-carboxylic acid diphenylmethyl ester), O (water). The solvent is CO (methanol). Conditions: temperature 4 celsius, time 2 hour. Product: C1(=CC=CC=C1)C(C1=CC=CC=C1)OC(=O)C12C(=CC3C2(CC2C(CCC2C1(C3)C=O)C)COC31OC2C(O3)OC(C2O)C1O)C(C)C (8a-[[[6-(hydroxy)tetrahydro-7-hydroxy-2,5-methanofuro[2,3-d]-1,3-dioxol-2-yl]oxy]methyl]-4-formyl-4,4a,5,6,7,7a,8,8a-octahydro-7-methyl-3-(1-methylethyl)-1,4-methano-s-indacene-3a(1H)-carboxylic acid diphenylmethyl ester). Isolated yield 76.0%. Reaction SMILES: [C:1]1([CH:7]([O:14][C:15]([C:17]23[C:28]4([CH:30]=[O:31])[CH2:29][CH:20]([C:21]2([CH2:33][O:34][C:35]25[CH:47]([OH:48])[CH:41]6[CH:42]([O:43]C(=O)C)[CH:37]([CH:38]([O:40]6)[O:39]2)[O:36]5)[CH2:22][CH:23]2[CH:27]4[CH2:26][CH2:25][CH:24]2[CH3:32])[CH:19]=[C:18]3[CH:49]([CH3:51])[CH3:50])=[O:16])[C:8]2[CH:13]=[CH:12][CH:11]=[CH:10][CH:9]=2)[CH:6]=[CH:5][CH:4]=[CH:3][CH:2]=1.[OH-].[Na+].O>CO>[C:1]1([CH:7]([O:14][C:15]([C:17]23[C:28]4([CH:30]=[O:31])[CH2:29][CH:20]([C:21]2([CH2:33][O:34][C:35]25[CH:47]([OH:48])[CH:41]6[CH:42]([OH:43])[CH:37]([CH:38]([O:40]6)[O:39]2)[O:36]5)[CH2:22][CH:23]2[CH:27]4[CH2:26][CH2:25][CH:24]2[CH3:32])[CH:19]=[C:18]3[CH:49]([CH3:51])[CH3:50])=[O:16])[C:8]2[CH:9]=[CH:10][CH:11]=[CH:12][CH:13]=2)[CH:6]=[CH:5][CH:4]=[CH:3][CH:2]=1 |f:1.2|. Reported procedure: 650 mg of compound (3) was dissolved in 46 ml of methanol and stirred together with 13.9 ml of 0.1 N aqueous NaOH at room temperature for 2 hours. The reaction solution mixed with 24 ml of water and stirred at 4° C. for 2 hours. The reaction solution was filtered, and the recovered precipitate was washed with water and dried to give 464 mg of compound (4) as a colorless powder. The reactants are BrC=1C=C(C(C2=CC=C(C=C2)Cl)Cl)C=CC1 (3-bromo-4'-chlorobenzhydryl chloride), CN1CCNCC1 (N-methylpiperazine). Run in C(Cl)Cl (methylene chloride). Yields the product BrC=1C=C(C(C2=CC=C(C=C2)Cl)N2CCN(CC2)C)C=CC1 (1-(3-bromo-4'-chlorobenzhydryl)-4-methylpiperazine). RXN SMILES: [Br:1][C:2]1[CH:3]=[C:4]([CH:14]=[CH:15][CH:16]=1)[CH:5](Cl)[C:6]1[CH:11]=[CH:10][C:9]([Cl:12])=[CH:8][CH:7]=1.[CH3:17][N:18]1[CH2:23][CH2:22][NH:21][CH2:20][CH2:19]1>C(Cl)Cl>[Br:1][C:2]1[CH:3]=[C:4]([CH:14]=[CH:15][CH:16]=1)[CH:5]([N:21]1[CH2:22][CH2:23][N:18]([CH3:17])[CH2:19][CH2:20]1)[C:6]1[CH:11]=[CH:10][C:9]([Cl:12])=[CH:8][CH:7]=1. Procedure details: The benzhydryl chloride from above (8.33 g, 26.4 mmol) in 10 mL of N-methylpiperazine was heated to 110° for 12 hours under nitrogen. After cooling to room temperature, the residue was dissolved in 75 mL of methylene chloride and washed with 40 mL of 1M sodium hydroxide and two 50 mL portions of water. After drying over sodium sulfate, the solvent was removed in vacuo to give 10.2 g of 1-(3-bromo-4'-chlorobenzhydryl)-4-methylpiperazine as a dark oil. A portion of the oil was dissolved in ether a... The reactants are [O-][n+]1cc(Br)ccc1CO, C1CCOC1, CI, [H-], [Na+]. Yields the product COCc1ccc(Br)c[n+]1[O-]. Reaction SMILES: [Br:1][c:2]1[cH:3][cH:4][c:5]([CH2:9][OH:10])[n+:6]([O-:8])[cH:7]1.[CH2:15]1[O:16][CH2:17][CH2:18][CH2:19]1.[CH3:13][I:14].[H-:11].[Na+:12]>>[Br:1][c:2]1[cH:3][cH:4][c:5]([CH2:9][O:10][CH3:13])[n+:6]([O-:8])[cH:7]1. Starting materials: C[O-], CCO, CO, Cl, [Na+], c1cc2c(s1)CCNC2. The product is CC(=O)N1CCc2sccc2C1. RXN SMILES: [CH3:11][O-:12].[CH3:14][CH2:15][OH:16].[CH3:17][OH:18].[ClH:1].[Na+:13].[s:2]1[cH:3][cH:4][c:5]2[c:10]1[CH2:9][CH2:8][NH:7][CH2:6]2>>[s:2]1[cH:3][cH:4][c:5]2[c:10]1[CH2:9][CH2:8][N:7]([C:15]([CH3:14])=[O:16])[CH2:6]2.